This data is from the Open Reaction Database (ORD), a public repository of structured organic reaction records. The task is: describe an organic reaction: reactants, conditions, products, and yield Reactants: CCCP(=O)(O)O, COc1ccc(CN)nc1OC, CC#N, CCOC(C)=O, Cc1cncc(-c2cnc(C3CCCC3)c(C(=O)[O-])c2)c1, CCN(C(C)C)C(C)C, [Na+]. Product: COc1ccc(CNC(=O)c2cc(-c3cncc(C)c3)cnc2C2CCCC2)nc1OC. As a reaction SMILES: [CH2:35]([P:36](=[O:37])([OH:38])[OH:39])[CH2:40][CH3:41].[CH3:23][O:24][c:25]1[cH:26][cH:27][c:28]([CH2:33][NH2:34])[n:29][c:30]1[O:31][CH3:32].[CH3:51][C:52]#[N:53].[CH3:54][CH2:55][O:56][C:57](=[O:58])[CH3:59].[CH:1]1([c:6]2[c:7]([C:19](=[O:20])[O-:21])[cH:8][c:9](-[c:12]3[cH:13][n:14][cH:15][c:16]([CH3:18])[cH:17]3)[cH:10][n:11]2)[CH2:2][CH2:3][CH2:4][CH2:5]1.[CH:42]([N:43]([CH:44]([CH3:45])[CH3:46])[CH2:47][CH3:48])([CH3:49])[CH3:50].[Na+:22]>>[CH:1]1([c:6]2[c:7]([C:19](=[O:21])[NH:34][CH2:33][c:28]3[cH:27][cH:26][c:25]([O:24][CH3:23])[c:30]([O:31][CH3:32])[n:29]3)[cH:8][c:9](-[c:12]3[cH:13][n:14][cH:15][c:16]([CH3:18])[cH:17]3)[cH:10][n:11]2)[CH2:2][CH2:3][CH2:4][CH2:5]1. Reactants: C[C@@H]1C[C@@H]([C@@H]2[C@H](C[C@H]([C@@](O2)(C(=O)C(=O)N3CCCC[C@H]3C(=O)O[C@@H]([C@@H]([C@H](CC(=O)[C@@H](/C=C(/C1)\C)CC=C)O)C)/C(=C/[C@@H]4CC[C@H]([C@@H](C4)OC)O)/C)O)C)OC)OC (FR-900506), N1=CC=CC=C1 (pyridine), C(C)(=O)OC(C)=O (acetic anhydride). Solvent: ClCCl (dichloromethane). Reaction conditions: time 5 hour. Yields the product C(C)(=O)OC1C(CC(CC1)C=C(C)C1OC(C2CCCCN2C(C(C2(C(CC(C(C(CC(CC(=CC(C(CC(C1C)O)=O)CC=C)C)C)OC)O2)OC)C)O)=O)=O)=O)OC (12-[2-(4-acetoxy-3-methoxycyclohexyl)-1-methylvinyl]-17-allyl-1,14-dihydroxy-23,25-dimethoxy-13,19,21,27-tetramethyl-11,28-dioxa-4-azatricyclo[22.3.1.04,9 ]octacos-18-ene-2,3,10,16-tetraone). As a reaction SMILES: [CH3:1][C@H:2]1[CH2:33][C:32]([CH3:34])=[CH:31][C@@H:30]([CH2:35][CH:36]=[CH2:37])[C:28](=[O:29])[CH2:27][C@H:26]([OH:38])[C@@H:25]([CH3:39])[C@@H:24](/[C:40](/[CH3:51])=[CH:41]/[C@H:42]2[CH2:47][C@@H:46]([O:48][CH3:49])[C@H:45]([OH:50])[CH2:44][CH2:43]2)[O:23][C:21](=[O:22])[C@H:20]2[N:15]([CH2:16][CH2:17][CH2:18][CH2:19]2)[C:13](=[O:14])[C:11](=[O:12])[C@:9]2([OH:52])[O:10][C@@H:5]([C@@H:6]([O:54][CH3:55])[CH2:7][C@H:8]2[CH3:53])[C@@H:4]([O:56][CH3:57])[CH2:3]1.N1C=CC=CC=1.[C:64](OC(=O)C)(=[O:66])[CH3:65]>ClCCl>[C:64]([O:50][CH:45]1[CH2:44][CH2:43][CH:42]([CH:41]=[C:40]([CH:24]2[CH:25]([CH3:39])[CH:26]([OH:38])[CH2:27][C:28](=[O:29])[CH:30]([CH2:35][CH:36]=[CH2:37])[CH:31]=[C:32]([CH3:34])[CH2:33][CH:2]([CH3:1])[CH2:3][CH:4]([O:56][CH3:57])[CH:5]3[O:10][C:9]([OH:52])([CH:8]([CH3:53])[CH2:7][CH:6]3[O:54][CH3:55])[C:11](=[O:12])[C:13](=[O:14])[N:15]3[CH:20]([CH2:19][CH2:18][CH2:17][CH2:16]3)[C:21](=[O:22])[O:23]2)[CH3:51])[CH2:47][CH:46]1[O:48][CH3:49])(=[O:66])[CH3:65]. Reported procedure: To a solution of the FR-900506 substance (10.4 mg) in dichloromethane (0.2 ml) were added pyridine (0.1 ml) and acetic anhydride (0.05 ml) at room temperature, and the mixture was stirred for 5 hours. The solvent was removed from the reaction mixture under reduced pressure. The residue was subjected to silica gel thin layer chromatography (developing solvent: diethyl ether and dichloromethane, 1:2 v/v) to give 12-[2-(4-acetoxy-3-methoxycyclohexyl)-1-methylvinyl]-17-allyl-1,14-dihydroxy-23,25-dim...